From a dataset of the Open Reaction Database (ORD), a public repository of structured organic reaction records. describe an organic reaction: reactants, conditions, products, and yield The reactants are C(C)NC(=O)NC=1SC(=C(N1)C)C1=CC=C(C=C1)OC (1-ethyl-3-[5-(4-methoxy-phenyl)-4-methyl-thiazol-2-yl]urea), ClS(=O)(=O)O (chlorosulfonic acid). Solvent: ClCCl (dichloromethane). Reaction conditions: temperature -10 celsius, time 3 hour. Yields the product C(C)NC(NC=1SC(=C(N1)C)C=1C=CC(=C(C1)S(=O)(=O)Cl)OC)=O (5-[2-(3-ethyl-ureido)-4-methyl-thiazol-5-yl]-2-methoxy benzenesulfonylchloride). As a reaction SMILES: [CH2:1]([NH:3][C:4]([NH:6][C:7]1[S:8][C:9]([C:13]2[CH:18]=[CH:17][C:16]([O:19][CH3:20])=[CH:15][CH:14]=2)=[C:10]([CH3:12])[N:11]=1)=[O:5])[CH3:2].[Cl:21][S:22](O)(=[O:24])=[O:23]>ClCCl>[CH2:1]([NH:3][C:4](=[O:5])[NH:6][C:7]1[S:8][C:9]([C:13]2[CH:14]=[CH:15][C:16]([O:19][CH3:20])=[C:17]([S:22]([Cl:21])(=[O:24])=[O:23])[CH:18]=2)=[C:10]([CH3:12])[N:11]=1)[CH3:2]. Procedure details: A suspension of 1-ethyl-3-[5-(4-methoxy-phenyl)-4-methyl-thiazol-2-yl]urea (Example 28c) (1.0 g, 3.44 mmol) in dichloromethane (15 ml) is added portionwise to chlorosulfonic acid (25 ml, excess) cooled at −10° C. The temperature is kept below 0° C. throughout the addition. The reaction mixture is left to warm up to room temperature. After 3 hours, the reaction mixture is poured carefully onto ice (2 litres). Once ice is melted, the aqueous layer is extracted with dichloromethane (DCM) (3×200 ml)... Yield: 80.0%. Starting materials: CN(C1(CCC(CC1)CC(=O)NCCC1=CC=CC=C1)C1=CC=CC=C1)C (2-(4-Dimethylamino-4-phenylcyclohexyl)-N-phenethylacetamide), Cl[Si](C)(C)C (chlorotrimethylsilane). Solvent: CC(=O)CC (ethyl methyl ketone). As a reaction SMILES: [CH3:1][N:2]([CH3:27])[C:3]1([C:21]2[CH:26]=[CH:25][CH:24]=[CH:23][CH:22]=2)[CH2:8][CH2:7][CH:6]([CH2:9][C:10]([NH:12][CH2:13][CH2:14][C:15]2[CH:20]=[CH:19][CH:18]=[CH:17][CH:16]=2)=[O:11])[CH2:5][CH2:4]1.[Cl:28][Si](C)(C)C>CC(CC)=O>[ClH:28].[CH3:27][N:2]([CH3:1])[C:3]1([C:21]2[CH:22]=[CH:23][CH:24]=[CH:25][CH:26]=2)[CH2:4][CH2:5][CH:6]([CH2:9][C:10]([NH:12][CH2:13][CH2:14][C:15]2[CH:20]=[CH:19][CH:18]=[CH:17][CH:16]=2)=[O:11])[CH2:7][CH2:8]1 |f:3.4|. The product is Cl.CN(C1(CCC(CC1)CC(=O)NCCC1=CC=CC=C1)C1=CC=CC=C1)C (2-(4-Dimethylamino-4-phenylcyclohexyl)-N-phenethylacetamide hydrochloride). Reaction conditions: time 1.5 hour. Procedure: 2-(4-Dimethylamino-4-phenylcyclohexyl)-N-phenethylacetamide (220 mg, 0.6 mmol) was dissolved in ethyl methyl ketone with gentle heating and chlorotrimethylsilane (0.113 ml, 0.9 mmol) was added. After 1.5 h it was possible to isolate a colourless, hygroscopic solid in a yield of 80% (191 mg). Starting materials: NC1=C(N=C(S1)C1=C(C=C(C=C1)C(C)(C)O)F)C(=O)N (5-Amino-2-[2-fluoro-4-(1-hydroxy-1-methylethyl)phenyl]-1,3-thiazole-4-carboxamide), C([O-])([O-])=O.[K+].[K+] (potassium carbonate), C(C)(C)(CC)O (tert-amyl alcohol), ClC1=CC=C(C(=N1)C)C(C)(C)O (2-(6-Chloro-2-methylpyridin-3-yl)propan-2-ol), CC(C)C1=CC(=C(C(=C1)C(C)C)C2=C(C=CC=C2)P(C3CCCCC3)C4CCCCC4)C(C)C (X-PHOS). Reagents/catalysts: C=1C=CC(=CC1)/C=C/C(=O)/C=C/C2=CC=CC=C2.C=1C=CC(=CC1)/C=C/C(=O)/C=C/C2=CC=CC=C2.C=1C=CC(=CC1)/C=C/C(=O)/C=C/C2=CC=CC=C2.[Pd].[Pd] (Pd2(dba)3). Yields the product FC1=C(C=CC(=C1)C(C)(C)O)C=1SC(=C(N1)C(=O)N)NC1=NC(=C(C=C1)C(C)(C)O)C (2-[2-Fluoro-4-(1-hydroxy-1-methylethyl)phenyl]-5-{[5-(1-hydroxy-1-methylethyl)-6-methylpyridin-2-yl]amino}-1,3-thiazole-4-carboxamide). RXN SMILES: [NH2:1][C:2]1[S:6][C:5]([C:7]2[CH:12]=[CH:11][C:10]([C:13]([OH:16])([CH3:15])[CH3:14])=[CH:9][C:8]=2[F:17])=[N:4][C:3]=1[C:18]([NH2:20])=[O:19].Cl[C:22]1[N:27]=[C:26]([CH3:28])[C:25]([C:29]([OH:32])([CH3:31])[CH3:30])=[CH:24][CH:23]=1.CC(C1C=C(C(C)C)C(C2C=CC=CC=2P(C2CCCCC2)C2CCCCC2)=C(C(C)C)C=1)C.C(=O)([O-])[O-].[K+].[K+].C(O)(CC)(C)C>C1C=CC(/C=C/C(/C=C/C2C=CC=CC=2)=O)=CC=1.C1C=CC(/C=C/C(/C=C/C2C=CC=CC=2)=O)=CC=1.C1C=CC(/C=C/C(/C=C/C2C=CC=CC=2)=O)=CC=1.[Pd].[Pd]>[F:17][C:8]1[CH:9]=[C:10]([C:13]([OH:16])([CH3:15])[CH3:14])[CH:11]=[CH:12][C:7]=1[C:5]1[S:6][C:2]([NH:1][C:22]2[CH:23]=[CH:24][C:25]([C:29]([OH:32])([CH3:30])[CH3:31])=[C:26]([CH3:28])[N:27]=2)=[C:3]([C:18]([NH2:20])=[O:19])[N:4]=1 |f:3.4.5,7.8.9.10.11|. Reported procedure: The title compound was prepared as described in Example 1, Step 2 using 5-amino-2-[2-fluoro-4-(1-hydroxy-1-methylethyl)phenyl]-1,3-thiazole-4-carboxamide (Example 25, Step 4) (150 mg, 0.51 mmol), 2-(6-chloro-2-methylpyridin-3-yl)propan-2-ol (Example 13, Step 1) (94 mg, 0.51 mmol), Pd2(dba)3 (47 mg, 0.051 mmol), X-PHOS (121 mg, 0.25 mmol), potassium carbonate (70 mg, 0.51 mmol), and tert-amyl alcohol (1.0 mL) as starting materials. 1H NMR. (500 MHz, d6-DMSO): δ 11.15 (s, 1H), 8.27 (t, 1H), 7.82 (... The reactants are ClCC(=O)N1C2=C(NC(C3=C1C=CC=C3)=O)C=CC=N2 (11-(chloroacetyl)-5,11-dihydro-6H-pyrido-[2,3-b][1,4]benzodiazepin-6-one), C(C)N(CC)CC1NCCCC1 (2-[(diethylamino)methyl]piperidine). Solvent: O1CCOCC1 (dioxan). Yields the product C(C)N(CC)CC1N(CCCC1)CC(=O)N1C2=C(NC(C3=C1C=CC=C3)=O)C=CC=N2 (11-[[2-[(Diethylamino)methyl]-1-piperidinyl]acetyl]-5,11-Dihydro-6H-pyrido[2,3-b][1,4]benzodiazepin-6-one). As a reaction SMILES: Cl[CH2:2][C:3]([N:5]1[C:11]2[CH:12]=[CH:13][CH:14]=[CH:15][C:10]=2[C:9](=[O:16])[NH:8][C:7]2[CH:17]=[CH:18][CH:19]=[N:20][C:6]1=2)=[O:4].[CH2:21]([N:23]([CH2:26][CH:27]1[CH2:32][CH2:31][CH2:30][CH2:29][NH:28]1)[CH2:24][CH3:25])[CH3:22]>O1CCOCC1>[CH2:21]([N:23]([CH2:26][CH:27]1[CH2:32][CH2:31][CH2:30][CH2:29][N:28]1[CH2:2][C:3]([N:5]1[C:11]2[CH:12]=[CH:13][CH:14]=[CH:15][C:10]=2[C:9](=[O:16])[NH:8][C:7]2[CH:17]=[CH:18][CH:19]=[N:20][C:6]1=2)=[O:4])[CH2:24][CH3:25])[CH3:22]. Procedure: First, 11-(chloroacetyl)-5,11-dihydro-6H-pyrido-[2,3-b][1,4]benzodiazepin-6-one (5.0 g, 0.0174 mol) is dissolved in anhydrous dioxan (100 ml) and refluxed for 2 hours after the addition of 2-[(diethylamino)methyl]piperidine (6.0 g, 0.035 mol). The reactants are FC1=CC=C(CN2C3=CC=C(C=C3C=3C(=CC=CC23)O)C)C=C1 (9-(4-Fluorobenzyl)-6-methyl-9H-carbazol-4-ol), Cl.C(C)N(CCCl)CC (2-diethylaminoethylchloride hydrochloride), C([O-])([O-])=O.[K+].[K+] (potassium carbonate), [I-].[Na+] (sodium iodide). Run in CN(C)C=O (DMF). The product is C(C)N(CCOC1=CC=CC=2N(C3=CC=C(C=C3C12)C)CC1=CC=C(C=C1)F)CC (N,N-Diethyl-N-(2-{[9-(4-fluorobenzyl)-6-methyl-9H-carbazol-4-yl]oxy}ethyl)amine). The yield is 48.3%. As a reaction SMILES: [F:1][C:2]1[CH:23]=[CH:22][C:5]([CH2:6][N:7]2[C:19]3[CH:18]=[CH:17][CH:16]=[C:15]([OH:20])[C:14]=3[C:13]3[C:8]2=[CH:9][CH:10]=[C:11]([CH3:21])[CH:12]=3)=[CH:4][CH:3]=1.Cl.[CH2:25]([N:27]([CH2:31][CH3:32])[CH2:28][CH2:29]Cl)[CH3:26].C(=O)([O-])[O-].[K+].[K+].[I-].[Na+]>CN(C=O)C>[CH2:25]([N:27]([CH2:31][CH3:32])[CH2:28][CH2:29][O:20][C:15]1[C:14]2[C:13]3[C:8](=[CH:9][CH:10]=[C:11]([CH3:21])[CH:12]=3)[N:7]([CH2:6][C:5]3[CH:22]=[CH:23][C:2]([F:1])=[CH:3][CH:4]=3)[C:19]=2[CH:18]=[CH:17][CH:16]=1)[CH3:26] |f:1.2,3.4.5,6.7|. Procedure details: 9-(4-Fluorobenzyl)-6-methyl-9H-carbazol-4-ol (0.0505 g, 0.17 mmol), 2-diethylaminoethylchloride hydrochloride (0.0411 g, 0.24 mmol), potassium carbonate (0.1018 g, 0.74 mmol), sodium iodide (0.0046 g, 0.031 mmol) and DMF (3 mL) are heated at 85° C. for 3 h. After the mixture had cooled, it is partitioned between water and ethyl acetate. The combined organic layers are dried over magnesium sulfate and concentrated to dryness. The residue is chromatographed on silica gel (60 mL) using methanol/dic... Starting materials: CN(CCCCCC1CC2(C)C(O)CCC2C2CCc3cc(O)ccc3C12)CCCSCc1ccccn1, CO, [Cl-], [O-][I+3]([O-])([O-])[O-], [Na+], [Na+], O. Yields the product CN(CCCCCC1CC2(C)C(O)CCC2C2CCc3cc(O)ccc3C12)CCCS(=O)Cc1ccccn1. As a reaction SMILES: [CH3:1][N:2]([CH2:3][CH2:4][CH2:5][CH2:6][CH2:7][CH:8]1[CH:9]2[c:10]3[cH:11][cH:12][c:13]([OH:27])[cH:14][c:15]3[CH2:16][CH2:17][CH:18]2[CH:19]2[CH2:20][CH2:21][CH:22]([OH:26])[C:23]2([CH3:24])[CH2:25]1)[CH2:28][CH2:29][CH2:30][S:31][CH2:32][c:33]1[n:34][cH:35][cH:36][cH:37][cH:38]1.[CH3:47][OH:48].[Cl-:46].[I+3:39]([O-:40])([O-:41])([O-:42])[O-:43].[Na+:44].[Na+:45].[OH2:49]>>[CH3:1][N:2]([CH2:3][CH2:4][CH2:5][CH2:6][CH2:7][CH:8]1[CH:9]2[c:10]3[cH:11][cH:12][c:13]([OH:27])[cH:14][c:15]3[CH2:16][CH2:17][CH:18]2[CH:19]2[CH2:20][CH2:21][CH:22]([OH:26])[C:23]2([CH3:24])[CH2:25]1)[CH2:28][CH2:29][CH2:30][S:31]([CH2:32][c:33]1[n:34][cH:35][cH:36][cH:37][cH:38]1)=[O:40]. Reactants: CCC(CC)(c1ccc(C=CC(O)(C(F)(F)F)C(F)(F)F)c(C)c1)c1ccc(-c2cccc(CC(=O)OC)c2)c(C)c1, CO, [Na+], C1CCOC1, [OH-]. The product is CCC(CC)(c1ccc(C=CC(O)(C(F)(F)F)C(F)(F)F)c(C)c1)c1ccc(-c2cccc(CC(=O)O)c2)c(C)c1. RXN SMILES: [CH3:3][O:4][C:5]([CH2:6][c:7]1[cH:8][c:9](-[c:13]2[c:14]([CH3:43])[cH:15][c:16]([C:19]([CH2:20][CH3:21])([c:22]3[cH:23][c:24]([CH3:40])[c:25]([CH:28]=[CH:29][C:30]([C:31]([F:32])([F:33])[F:34])([C:35]([F:36])([F:37])[F:38])[OH:39])[cH:26][cH:27]3)[CH2:41][CH3:42])[cH:17][cH:18]2)[cH:10][cH:11][cH:12]1)=[O:44].[CH3:50][OH:51].[Na+:2].[O:45]1[CH2:46][CH2:47][CH2:48][CH2:49]1.[OH-:1]>>[O:4]=[C:5]([CH2:6][c:7]1[cH:8][c:9](-[c:13]2[c:14]([CH3:43])[cH:15][c:16]([C:19]([CH2:20][CH3:21])([c:22]3[cH:23][c:24]([CH3:40])[c:25]([CH:28]=[CH:29][C:30]([C:31]([F:32])([F:33])[F:34])([C:35]([F:36])([F:37])[F:38])[OH:39])[cH:26][cH:27]3)[CH2:41][CH3:42])[cH:17][cH:18]2)[cH:10][cH:11][cH:12]1)[OH:44]. The reactants are ClC=1C=C(C(=C(C1)C=1C=NC=2C(CCC2C1)NC(=O)C1(CC1)N)C=1N=NN(N1)C)F (1-Amino-cyclopropanecarboxylic acid{(rac)-3-[5-chloro-3-fluoro-2-(2-methyl-2H-tetrazol-5-yl)-phenyl]-6,7-dihydro-5H-[1]pyrindin-7-yl}-amide), COC1=NC=C(C=N1)C(=O)O (2-methoxy-pyrimidine-5-carboxylic acid). Product: ClC=1C=C(C(=C(C1)C=1C=NC=2C(CCC2C1)NC(=O)C1(CC1)NC(=O)C=1C=NC(=NC1)OC)C=1N=NN(N1)C)F (2-Methoxy-pyrimidine-5-carboxylic acid(1-{(rac)-3-[5-chloro-3-fluoro-2-(2-methyl-2H-tetrazol-5-yl)-phenyl]-6,7-dihydro-5H-[1]pyrindin-7-ylcarbamoyl}-cyclopropyl)-amide). As a reaction SMILES: [Cl:1][C:2]1[CH:3]=[C:4]([F:30])[C:5]([C:24]2[N:25]=[N:26][N:27]([CH3:29])[N:28]=2)=[C:6]([C:8]2[CH:9]=[N:10][C:11]3[CH:12]([NH:17][C:18]([C:20]4([NH2:23])[CH2:22][CH2:21]4)=[O:19])[CH2:13][CH2:14][C:15]=3[CH:16]=2)[CH:7]=1.[CH3:31][O:32][C:33]1[N:38]=[CH:37][C:36]([C:39](O)=[O:40])=[CH:35][N:34]=1>>[Cl:1][C:2]1[CH:3]=[C:4]([F:30])[C:5]([C:24]2[N:25]=[N:26][N:27]([CH3:29])[N:28]=2)=[C:6]([C:8]2[CH:9]=[N:10][C:11]3[CH:12]([NH:17][C:18]([C:20]4([NH:23][C:39]([C:36]5[CH:35]=[N:34][C:33]([O:32][CH3:31])=[N:38][CH:37]=5)=[O:40])[CH2:22][CH2:21]4)=[O:19])[CH2:13][CH2:14][C:15]=3[CH:16]=2)[CH:7]=1. Reported procedure: In analogy to the procedures described for the preparation of intermediate A-1 [B], 1-amino-cyclopropanecarboxylic acid{(rac)-3-[5-chloro-3-fluoro-2-(2-methyl-2H-tetrazol-5-yl)-phenyl]-6,7-dihydro-5H-[1]pyrindin-7-yl}-amide (example 55) was coupled with 2-methoxy-pyrimidine-5-carboxylic acid to yield the title compound as light yellow solid. MS: 562.2 (M−H−, 1Cl).